This data is from the Open Reaction Database (ORD), a public repository of structured organic reaction records. The task is: describe an organic reaction: reactants, conditions, products, and yield Reactants: C(C)(=O)OCCOCC1=C(C(=CC(=C1)Cl)Cl)C#N (2-((3,5-dichloro-2-cyanobenzyl)oxy)ethyl acetate), [OH-].[Na+] (NaOH). The solvent is CO (MeOH), CO (MeOH), C1CCOC1 (THF). Run at temperature 60 celsius. The product is NCC1=C(COCCO)C=C(C=C1Cl)Cl (2-((2-(aminomethyl)-3,5-dichlorobenzyl)oxy)ethanol). As a reaction SMILES: C([O:4][CH2:5][CH2:6][O:7][CH2:8][C:9]1[CH:14]=[C:13]([Cl:15])[CH:12]=[C:11]([Cl:16])[C:10]=1[C:17]#[N:18])(=O)C.[OH-].[Na+]>C1COCC1.CO>[NH2:18][CH2:17][C:10]1[C:11]([Cl:16])=[CH:12][C:13]([Cl:15])=[CH:14][C:9]=1[CH2:8][O:7][CH2:6][CH2:5][OH:4] |f:1.2|. Procedure: A soln. of BH3 (1.46 mL, 1M in THF) was added to a soln. of 2-((3,5-dichloro-2-cyanobenzyl)oxy)ethyl acetate (0.36 mmol) in 1.5 mL MeOH. The reaction mixture was heated to 60° C. for 3 h. At 0° C., 1.5 mL MeOH was dropwise added and the mixture was stirred until gaz evolution was finished. An aq. soln. of 10% NaOH was added still under cooling. The solvent was removed under vacuo, the residue was diluted with water and extracted 3 times with EtOAc. The comb. org. layers were dried over MgSO4 and... Starting materials: C(C)(C)(C)OC(=O)N1C(CC(C1)O[Si](C)(C)C(C)(C)C)CCNC(=O)OCC1=CC=CC=C1 (2-(2-Benzyloxycarbonylamino-ethyl)-4-(tert-butyl-dimethyl-silanyloxy)-pyrrolidine-1-carboxylic acid tert-butyl ester), CCCC[N+](CCCC)(CCCC)CCCC.[F-] (TBAF). Run in C1CCOC1 (THF), CCOC(=O)C (EtOAc). Run at temperature 0 celsius, time 5 hour. Yields the product C(C)(C)(C)OC(=O)N1C(CC(C1)O)CCNC(=O)OCC1=CC=CC=C1 (2-(2-Benzyloxycarbonylamino-ethyl)-4-hydroxy-pyrrolidine-1-carboxylic acid tert-butyl ester). The yield is 90.0%. RXN SMILES: [C:1]([O:5][C:6]([N:8]1[CH2:12][CH:11]([O:13][Si](C(C)(C)C)(C)C)[CH2:10][CH:9]1[CH2:21][CH2:22][NH:23][C:24]([O:26][CH2:27][C:28]1[CH:33]=[CH:32][CH:31]=[CH:30][CH:29]=1)=[O:25])=[O:7])([CH3:4])([CH3:3])[CH3:2].CCCC[N+](CCCC)(CCCC)CCCC.[F-]>C1COCC1.CCOC(C)=O>[C:1]([O:5][C:6]([N:8]1[CH2:12][CH:11]([OH:13])[CH2:10][CH:9]1[CH2:21][CH2:22][NH:23][C:24]([O:26][CH2:27][C:28]1[CH:29]=[CH:30][CH:31]=[CH:32][CH:33]=1)=[O:25])=[O:7])([CH3:4])([CH3:2])[CH3:3] |f:1.2|. Procedure: A solution containing 4 (5.9 g, 12.5 mmol) in anhydrous THF (100 mL) was cooled to 0° C. TBAF (1M/THF, 14 mL, 14.0 mmol) was added in one portion. After 5 h, the reaction mixture was diluted with EtOAc and washed successively with 1M HCl and brine, dried over anhydrous Na2SO4, filtered, and concentrated. The crude product was purified by flash silica gel chromatography (1:1 to 1:3 hexanes/EtOAc) to afford 4.1 g (91%) of 5. 1H NMR (CDCl3, 300 MHz): δ7.31 (m, 5H), 5.93 (m, 1H), 5.07 (m, 2H), 4.37 ... The reactants are C(O)CN (ethanolamine), C(C)(=O)O (acetic acid), C(C)(=O)O[BH-](OC(C)=O)OC(C)=O.[Na+] (sodium triacetoxyborohydride), Cl (hydrochloric acid), C(C)C1=C2CNC(C2=C(C=C1)C=1N(C2=CC=C(C=C2C1)C=O)C(=O)OC(C)(C)C)=O (4-ethyl-7-[1-(tert-butoxycarbonyl)-5-formylindol-2-yl]isoindolinone). The solvent is C(C)#N (acetonitrile). Yields the product C(C)C1=C2CNC(C2=C(C=C1)C=1N(C2=CC=C(C=C2C1)CNCCO)C(=O)OC(C)(C)C)=O (4-ethyl-7-{1-(tert-butoxycarbonyl)-5-[(2-hydroxyethylamino)methyl]indol-2-yl}isoindolinone). Isolated yield 95.3%. As a reaction SMILES: [CH2:1]([C:3]1[CH:11]=[CH:10][C:9]([C:12]2[N:13]([C:23]([O:25][C:26]([CH3:29])([CH3:28])[CH3:27])=[O:24])[C:14]3[C:19]([CH:20]=2)=[CH:18][C:17]([CH:21]=O)=[CH:16][CH:15]=3)=[C:8]2[C:4]=1[CH2:5][NH:6][C:7]2=[O:30])[CH3:2].[CH2:31]([CH2:33][NH2:34])[OH:32].C(O)(=O)C.C(O[BH-](OC(=O)C)OC(=O)C)(=O)C.[Na+].Cl>C(#N)C>[CH2:1]([C:3]1[CH:11]=[CH:10][C:9]([C:12]2[N:13]([C:23]([O:25][C:26]([CH3:29])([CH3:28])[CH3:27])=[O:24])[C:14]3[C:19]([CH:20]=2)=[CH:18][C:17]([CH2:21][NH:34][CH2:33][CH2:31][OH:32])=[CH:16][CH:15]=3)=[C:8]2[C:4]=1[CH2:5][NH:6][C:7]2=[O:30])[CH3:2] |f:3.4|. Procedure: In a similar manner to Step 2 of Example 6, 4-ethyl-7-[1-(tert-butoxycarbonyl)-5-formylindol-2-yl]isoindolinone (68.0 mg, 0.168 mmol) was dissolved in acetonitrile (5.4 mL), and the solution was treated with ethanolamine (0.041 mL, 0.67 mmol), acetic acid (0.192 mL, 3.36 mmol) and sodium triacetoxyborohydride (71.0 mg, 0.336 mmol). The reaction mixture was added with 1 mol/L hydrochloric acid and extracted with ethyl acetate. The organic layer was washed with sodium carbonate and saturated brine...